This data is from the Open Reaction Database (ORD), a public repository of structured organic reaction records. The task is: describe an organic reaction: reactants, conditions, products, and yield The reactants are solution, C(C)(=O)OO (peracetic acid), CC1(NC(CC(C1)O)(C)C)C (2,2,6,6-tetramethyl-piperidin-4-ol), C(CCC)=O (butanal), OO (hydrogen peroxide). Reagents/catalysts: Cl[Cu] (CuCl). Run in C(C)(=O)O (acetic acid), C1(=CC=CC=C1)C (toluene). Conditions: time 3 hour. The product is C(CC)ON1C(CC(CC1(C)C)O)(C)C (1-Propoxy-2,2,6,6-tetramethyl-piperidin-4-ol). Reaction SMILES: [CH3:1][C:2]1([CH3:11])[CH2:7][CH:6]([OH:8])[CH2:5][C:4]([CH3:10])([CH3:9])[NH:3]1.C(OO)(=O)C.[CH:17](=[O:21])[CH2:18][CH2:19]C.OO>C1(C)C=CC=CC=1.C(O)(=O)C.Cl[Cu]>[CH2:17]([O:21][N:3]1[C:4]([CH3:10])([CH3:9])[CH2:5][CH:6]([OH:8])[CH2:7][C:2]1([CH3:11])[CH3:1])[CH2:18][CH3:19]. Procedure details: 1.8 g 2,2,6,6-tetramethyl-piperidin-4-ol (intermediate product of Ciba Specialty Chemicals Inc.) are suspended in 7 ml of toluene. 2.3 g of a 40% solution of peracetic acid in acetic acid are added at 0° C. and the reaction mixture is stirred at room temperature for 3 h. 4.2 ml butanal and 2.4 ml of a 30% aqueous hydrogen peroxide solution are added, followed by 50 mg CuCl after 15 min. The reaction mixture is stirred for 1.5 h at room temperature to give a greenish emulsion. The two phases are ... The reactants are O (water), CC1=C[C@H]2[C@@H]3CC(C([C@@]3(C)CC[C@@H]2[C@]2(CCC(C=C12)=O)C)=O)=C (6-Methyl-16-methyleneandrosta-4,6-diene-3,17-dione), C1CCOC1 (THF), mercuric oxide. Run in CO (methanol), S(O)(O)(=O)=O (sulfuric acid). Conditions: time 8 hour. Yields the product C(C)(=O)[C@]1([C@]2(C)[C@@H](CC1=C)[C@@H]1CCC3=CC(CC[C@]3(C)C1=CC2)=O)O (17α-Acetyl-17β-hydroxy-16-methyleneandrost-4,9(11)-dien-3-one). Reaction SMILES: [OH2:1].C[C:3]1[C:20]2[C@:15]([CH3:22])([CH2:16][CH2:17][C:18](=[O:21])[CH:19]=2)[C@@H:14]2[C@H:5]([C@H:6]3[C@@:10]([CH2:12][CH2:13]2)([CH3:11])[C:9](=[O:23])[C:8](=[CH2:24])[CH2:7]3)[CH:4]=1.[CH2:25]1COC[CH2:26]1>S(=O)(=O)(O)O.CO>[C:25]([C@:9]1([OH:23])[C:8](=[CH2:24])[CH2:7][C@H:6]2[C@H:5]3[C:14](=[CH:13][CH2:12][C@:10]12[CH3:11])[C@:15]1([CH3:22])[C:20](=[CH:19][C:18](=[O:21])[CH2:17][CH2:16]1)[CH2:3][CH2:4]3)(=[O:1])[CH3:26]. Procedure details: The mercuric oxide (red, 1.2 g), which had been dissolved in concentrated sulfuric acid (1.6 ml) and water (25 ml) was added to a solution of 17α-ethinyl-17β-hydroxy-16-methyleneandrosta-4,9(11)-dien-3-one (IVA, Example 11, 10 g) in methanol (600 ml) and THF (125 ml). The reaction mixture was stirred overnight at 20°-25° at which time the reaction was complete as measured by TLC. The solids were removed by filtration through a Celite pad. The filtrate was concentrated under reduced pressure to a... Reactants: CC1=NN(C=C1)C1=CC(=C(C(=O)OC)C=C1)C(F)(F)F (Methyl 4-(3-methyl-pyrazol-1-yl)-2-trifluoromethyl-benzoate), [OH-].[Na+] (sodium hydroxide). Solvent: CO (methanol). The product is CC1=NN(C=C1)C1=CC(=C(C(=O)O)C=C1)C(F)(F)F (4-(3-Methyl-pyrazol-1-yl)-2-trifluoromethyl-benzoic Acid). The yield is 100.8%. RXN SMILES: [CH3:1][C:2]1[CH:6]=[CH:5][N:4]([C:7]2[CH:16]=[CH:15][C:10]([C:11]([O:13]C)=[O:12])=[C:9]([C:17]([F:20])([F:19])[F:18])[CH:8]=2)[N:3]=1.[OH-].[Na+]>CO>[CH3:1][C:2]1[CH:6]=[CH:5][N:4]([C:7]2[CH:16]=[CH:15][C:10]([C:11]([OH:13])=[O:12])=[C:9]([C:17]([F:19])([F:18])[F:20])[CH:8]=2)[N:3]=1 |f:1.2|. Procedure: Methyl 4-(3-methyl-pyrazol-1-yl)-2-trifluoromethyl-benzoate (1.19 g) from Example 93, step b) was dissolved in methanol (10 ml) and a solution of 2.5 N sodium hydroxide (3.3 ml) was added. The reaction was heated at reflux for 90 minutes, cooled to room temperature and concentrated in vacuo to dryness. The residue was partitioned between ethyl acetate and 1 N hydrochloric acid. The combined organic extracts were dried over anhydrous sodium sulfate and concentrated in vacuo to give 1.14 g of the ...